From a dataset of the Open Reaction Database (ORD), a public repository of structured organic reaction records. describe an organic reaction: reactants, conditions, products, and yield Reported procedure: 168 mg (0.5 mmol) of 2-chloro-6-(3,4,5-trimethoxy-phenyl-amino)-purine, 103 mg (0.75 mmol) of potassium carbonate and 0.156 ml (2.5 mmol) of methyl iodide are stirred in 3 ml of dimethylformamide at room temperature for 5 h. 30 ml of ethyl acetate are added to the slightly cloudy reaction solution and the mixture is extracted with water. The organic phase is dried over sodium sulfate. After removal of the solvent, the residue is recrystallized from ethyl acetate and diethyl ether. 2-Chloro-6-(3,... Product: ClC1=NC(=C2N=CN(C2=N1)C)NC1=CC(=C(C(=C1)OC)OC)OC (2-Chloro-6-(3,4,5-trimethoxy-phenyl-amino)-9-methyl-9H-purine). RXN SMILES: [Cl:1][C:2]1[N:10]=[C:9]2[C:5]([NH:6][CH:7]=[N:8]2)=[C:4]([NH:11][C:12]2[CH:17]=[C:16]([O:18][CH3:19])[C:15]([O:20][CH3:21])=[C:14]([O:22][CH3:23])[CH:13]=2)[N:3]=1.[C:24](=O)([O-])[O-].[K+].[K+].CI.C(OCC)(=O)C>CN(C)C=O>[Cl:1][C:2]1[N:10]=[C:9]2[C:5]([N:6]=[CH:7][N:8]2[CH3:24])=[C:4]([NH:11][C:12]2[CH:13]=[C:14]([O:22][CH3:23])[C:15]([O:20][CH3:21])=[C:16]([O:18][CH3:19])[CH:17]=2)[N:3]=1 |f:1.2.3|. The reactants are C(C)(=O)OCC (ethyl acetate), ClC1=NC(=C2NC=NC2=N1)NC1=CC(=C(C(=C1)OC)OC)OC (2-chloro-6-(3,4,5-trimethoxy-phenyl-amino)-purine), C([O-])([O-])=O.[K+].[K+] (potassium carbonate), CI (methyl iodide). Run in CN(C=O)C (dimethylformamide). The reactants are CS(=O)(=O)OCCC1=CSC=C1 (3-thiopheneethanol methanesulfonate), N1N=CN=C1 (1,2,4-triazole), C([O-])([O-])=O.[K+].[K+] (potassium carbonate). Run in C(C)#N (acetonitrile). Yields the product S1C=C(C=C1)CCN1N=CN=C1 (1-[2-(3-thienyl)ethyl]-1H-1,2,4-triazole). Yield: 82.7%. RXN SMILES: CS(O[CH2:6][CH2:7][C:8]1[CH:12]=[CH:11][S:10][CH:9]=1)(=O)=O.[NH:13]1[CH:17]=[N:16][CH:15]=[N:14]1.C(=O)([O-])[O-].[K+].[K+]>C(#N)C>[S:10]1[CH:11]=[CH:12][C:8]([CH2:7][CH2:6][N:13]2[CH:17]=[N:16][CH:15]=[N:14]2)=[CH:9]1 |f:2.3.4|. Procedure details: A mixture of 3-thiopheneethanol methanesulfonate (ester) (0.286 mol), 1,2,4-triazole (0.571 mol) and potassium carbonate (39.47 g) in acetonitrile (1100 ml) was refluxed overnight. The mixture was filtered off and the filtrate was evaporated. The residue was taken up in water and extracted with dichloromethane. The organic layer was dried (MgSO4), filtered off and evaporated. The residue (49.08 g) was purified by column chromatography over silica gel (eluent: CH2Cl2 /CH3OH/NH4OH 99/1/0.1 to 97/3...